Dataset: the Open Reaction Database (ORD), a public repository of structured organic reaction records. Task: describe an organic reaction: reactants, conditions, products, and yield The reactants are CC(=O)N1CCN(c2ccc(NC(=O)Cc3cnc(Cl)c(F)c3)nc2)CC1, O=C([O-])[O-], CCO, Cc1cc(B2OC(C)(C)C(C)(C)O2)ccn1, Cc1ccccc1, [Na+], [Na+], O, c1ccc(P(c2ccccc2)(c2ccccc2)[Pd](P(c2ccccc2)(c2ccccc2)c2ccccc2)(P(c2ccccc2)(c2ccccc2)c2ccccc2)P(c2ccccc2)(c2ccccc2)c2ccccc2)cc1. Product: CC(=O)N1CCN(c2ccc(NC(=O)Cc3cnc(-c4ccnc(C)c4)c(F)c3)nc2)CC1. As a reaction SMILES: [C:1]([CH3:2])(=[O:3])[N:4]1[CH2:5][CH2:6][N:7]([c:10]2[cH:11][cH:12][c:13]([NH:16][C:17]([CH2:18][c:19]3[cH:20][n:21][c:22]([Cl:26])[c:23]([F:25])[cH:24]3)=[O:27])[n:14][cH:15]2)[CH2:8][CH2:9]1.[C:44](=[O:45])([O-:46])[O-:47].[CH3:134][CH2:135][OH:136].[CH3:28][c:29]1[n:30][cH:31][cH:32][c:33]([B:35]2[O:36][C:37]([CH3:38])([CH3:39])[C:40]([CH3:41])([CH3:42])[O:43]2)[cH:34]1.[CH3:50][c:51]1[cH:52][cH:53][cH:54][cH:55][cH:56]1.[Na+:48].[Na+:49].[OH2:137].[cH:57]1[cH:58][cH:59][c:60]([P:61]([Pd:62]([P:63]([c:64]2[cH:65][cH:66][cH:67][cH:68][cH:69]2)([c:70]2[cH:71][cH:72][cH:73][cH:74][cH:75]2)[c:76]2[cH:77][cH:78][cH:79][cH:80][cH:81]2)([P:82]([c:83]2[cH:84][cH:85][cH:86][cH:87][cH:88]2)([c:89]2[cH:90][cH:91][cH:92][cH:93][cH:94]2)[c:95]2[cH:96][cH:97][cH:98][cH:99][cH:100]2)[P:101]([c:102]2[cH:103][cH:104][cH:105][cH:106][cH:107]2)([c:108]2[cH:109][cH:110][cH:111][cH:112][cH:113]2)[c:114]2[cH:115][cH:116][cH:117][cH:118][cH:119]2)([c:120]2[cH:121][cH:122][cH:123][cH:124][cH:125]2)[c:126]2[cH:127][cH:128][cH:129][cH:130][cH:131]2)[cH:132][cH:133]1>>[C:1]([CH3:2])(=[O:3])[N:4]1[CH2:5][CH2:6][N:7]([c:10]2[cH:11][cH:12][c:13]([NH:16][C:17]([CH2:18][c:19]3[cH:20][n:21][c:22](-[c:33]4[cH:32][cH:31][n:30][c:29]([CH3:28])[cH:34]4)[c:23]([F:25])[cH:24]3)=[O:27])[n:14][cH:15]2)[CH2:8][CH2:9]1. The reactants are BrC=1C(=NC=CC1)O[C@@H](CO)C ((R)-2-((3-bromopyridin-2-yl)oxy)propan-1-ol), C(C1=CC=CC=C1)OC[C@H](C)O ((S)-1-(benzyloxy)propan-2-ol). The product is BrC=1C(=NC=CC1)O[C@H](CO)C ((S)-2-((3-Bromopyridin-2-yl)oxy)propan-1-ol). As a reaction SMILES: [Br:1][C:2]1[C:3]([O:8][C@H:9]([CH3:12])[CH2:10][OH:11])=[N:4][CH:5]=[CH:6][CH:7]=1.C(OC[C@@H](O)C)C1C=CC=CC=1>>[Br:1][C:2]1[C:3]([O:8][C@@H:9]([CH3:12])[CH2:10][OH:11])=[N:4][CH:5]=[CH:6][CH:7]=1. Reported procedure: The title compound was prepared in a manner similar to that described for (R)-2-((3-bromopyridin-2-yl)oxy)propan-1-ol using (S)-1-(benzyloxy)propan-2-ol. 1H NMR (400 MHz, CDCl3) δ 8.07-7.97 (m, 1H), 7.79 (m, 1H), 6.76 (m, 1H), 5.26-5.12 (m, 1H), 3.77 (t, J=6.1, 2H), 3.35 (s, 1H), 1.36 (d, J=6.3, 3H). Starting materials: Cl, [Na+], C1COCCO1, [OH-], O, CCOC(=O)Cc1ccc(-c2ccnnc2)cc1. The product is O=C(O)Cc1ccc(-c2ccnnc2)cc1. Reaction SMILES: [ClH:22].[Na+:20].[O:23]1[CH2:24][CH2:25][O:26][CH2:27][CH2:28]1.[OH-:19].[OH2:21].[n:1]1[n:2][cH:3][c:4](-[c:7]2[cH:8][cH:9][c:10]([CH2:13][C:14](=[O:15])[O:16][CH2:17][CH3:18])[cH:11][cH:12]2)[cH:5][cH:6]1>>[n:1]1[n:2][cH:3][c:4](-[c:7]2[cH:8][cH:9][c:10]([CH2:13][C:14](=[O:15])[OH:16])[cH:11][cH:12]2)[cH:5][cH:6]1. Starting materials: C1(=CN2CCCC3=CC=CC1=C23)CCC#N (3-(5,6-dihydro-4H-pyrrolo[3,2,1-ij]quinolin-1-yl)-propionitrile), O (water). Run in polyphosphoric acid. Yields the product C1(=CN2CCCC3=CC=CC1=C23)CCC(=O)N (3-(5,6-dihydro-4H-pyrrolo[3,2,1-ij]quinolin-1-yl)-propionamide). RXN SMILES: [C:1]1([CH2:13][CH2:14][C:15]#[N:16])[C:11]2=[C:12]3[C:7](=[CH:8][CH:9]=[CH:10]2)[CH2:6][CH2:5][CH2:4][N:3]3[CH:2]=1.[OH2:17]>>[C:1]1([CH2:13][CH2:14][C:15]([NH2:16])=[O:17])[C:11]2=[C:12]3[C:7](=[CH:8][CH:9]=[CH:10]2)[CH2:6][CH2:5][CH2:4][N:3]3[CH:2]=1. Procedure details: 3-(5,6-dihydro-4H-pyrrolo[3,2,1-ij]quinolin-1-yl)-propionitrile (300 mg, 1.4 mmol) in polyphosphoric acid (8 ml) was heated to 100° C. for 3 hours. The mixture was then added to water (150 ml) and triturated to give a precipitate. The precipitate was filtered off, washed with water and dried under reduced pressure to give 3-(5,6-dihydro-4H-pyrrolo[3,2,1-ij]quinolin-1-yl)-propionamide as a tan powder (249 mg). 400 MHz 1H NMR (DMSO-d6) δ: 7.31 (s, 2H), 7.06 (s, 1H), 6.9-6.7 (m, 3H), 4.08 (s, 2H), ... The reactants are CC(C)(C)OC(=O)NC1CCCN(CC(=O)OCc2ccccc2)C1=O, CCO, [H][H]. Yields the product CC(C)(C)OC(=O)NC1CCCN(CC(=O)O)C1=O. RXN SMILES: [CH2:1]([c:2]1[cH:3][cH:4][cH:5][cH:6][cH:7]1)[O:8][C:9]([CH2:10][N:11]1[C:12](=[O:25])[CH:13]([NH:17][C:18](=[O:19])[O:20][C:21]([CH3:22])([CH3:23])[CH3:24])[CH2:14][CH2:15][CH2:16]1)=[O:26].[CH3:29][CH2:30][OH:31].[H:27][H:28]>>[O:8]=[C:9]([CH2:10][N:11]1[C:12](=[O:25])[CH:13]([NH:17][C:18](=[O:19])[O:20][C:21]([CH3:22])([CH3:23])[CH3:24])[CH2:14][CH2:15][CH2:16]1)[OH:26].